Dataset: the Open Reaction Database (ORD), a public repository of structured organic reaction records. Task: describe an organic reaction: reactants, conditions, products, and yield The reactants are ClC(C(=O)NC1=C(CC2=NC=CC3=CC=CC=C23)C=CC(=C1OC)OC)C (1-(2-[2-chloro-propionyl] amino-3,4-dimethoxybenzyl) isoquinoline), CN (methylamine). Product: CNC(C(=O)NC1=C(CC2=NC=CC3=CC=CC=C23)C=CC(=C1OC)OC)C (1-(2-[2-methylamino-propionyl] amino-3,4-dimethoxybenzyl)isoquinoline). Reaction SMILES: Cl[CH:2]([CH3:27])[C:3]([NH:5][C:6]1[C:22]([O:23][CH3:24])=[C:21]([O:25][CH3:26])[CH:20]=[CH:19][C:7]=1[CH2:8][C:9]1[C:18]2[C:13](=[CH:14][CH:15]=[CH:16][CH:17]=2)[CH:12]=[CH:11][N:10]=1)=[O:4].[CH3:28][NH2:29]>>[CH3:28][NH:29][CH:2]([CH3:27])[C:3]([NH:5][C:6]1[C:22]([O:23][CH3:24])=[C:21]([O:25][CH3:26])[CH:20]=[CH:19][C:7]=1[CH2:8][C:9]1[C:18]2[C:13](=[CH:14][CH:15]=[CH:16][CH:17]=2)[CH:12]=[CH:11][N:10]=1)=[O:4]. Reported procedure: Following the procedure of Example 1, but reacting 1-(2-[2-chloro-propionyl] amino-3,4-dimethoxybenzyl) isoquinoline with methylamine, there is obtained 1-(2-[2-methylamino-propionyl] amino-3,4-dimethoxybenzyl)isoquinoline. The reactants are 70, CC1=CC=CC=C1CCl (o-xylyl chloride), C1=CC=CC=C1 (benzene), 170, 85, P(O)(O)(O)=O (phosphoric acid). The reagents and catalysts are [Cl-].[Zn+2].[Cl-] (zinc chloride). Run in O (water). Reaction conditions: time 5 hour. Product: C(C1=CC=CC=C1)C1=C(C=CC=C1)C (o-benzyltoluene). Isolated yield 86.6%. Reaction SMILES: [CH3:1][C:2]1[C:7]([CH2:8]Cl)=[CH:6][CH:5]=[CH:4][CH:3]=1.[CH:10]1[CH:15]=[CH:14][CH:13]=[CH:12][CH:11]=1.P(=O)(O)(O)O>[Cl-].[Zn+2].[Cl-].O>[CH2:8]([C:7]1[CH:6]=[CH:5][CH:4]=[CH:3][C:2]=1[CH3:1])[C:10]1[CH:15]=[CH:14][CH:13]=[CH:12][CH:11]=1 |f:3.4.5|. Procedure details: A solution of 70 parts of o-xylyl chloride and 200 parts of benzene is added to a mixture of 170 parts of 85 per cent strength by weight phosphoric acid, 22 parts of water and 75 parts of zinc chloride at 75° to 80° C, whilst stirring thoroughly. After a further 5 hours, the organic phase is separated off and 78 parts (86.6% of theory) of o-benzyltoluene boiling at 98° C at 0.2 mm Hg are isolated by fractional distillation.